Dataset: the Open Reaction Database (ORD), a public repository of structured organic reaction records. Task: describe an organic reaction: reactants, conditions, products, and yield The reactants are ClC1=CC(=CC=C1)\C=C\C1=CC=C(C=C1)[N+](=O)[O-] ((E)-1-chloro-3-[2-(4-nitrophenyl)ethenyl]-benzene). Reagents/catalysts: [Pt] (platinum on carbon). Product: ClC=1C=C(C=CC1)CCC1=CC=C(C=C1)N (4-[2-(3-chloro-phenyl)-ethyl]-phenylamine). RXN SMILES: [Cl:1][C:2]1[CH:7]=[CH:6][CH:5]=[C:4](/[CH:8]=[CH:9]/[C:10]2[CH:15]=[CH:14][C:13]([N+:16]([O-])=O)=[CH:12][CH:11]=2)[CH:3]=1>[Pt]>[Cl:1][C:2]1[CH:3]=[C:4]([CH2:8][CH2:9][C:10]2[CH:11]=[CH:12][C:13]([NH2:16])=[CH:14][CH:15]=2)[CH:5]=[CH:6][CH:7]=1. Procedure details: In an analogous manner to that described in Example 36 b), the hydrogenation of (E)-1-chloro-3-[2-(4-nitrophenyl)ethenyl]-benzene using platinum on carbon (5%) as the catalyst but with a reaction time of 18 hours and simultaneous reduction of the double bond yields the 4-[2-(3-chloro-phenyl)-ethyl]-phenylamine as a dark brown oil; MS: m/e=232 (M+H)+. The reactants are OCC=1C=C(CC=2C=C3C[C@H](CC3=CC2)NC(OCC2=CC=CC=C2)=O)C=C(C1)C(F)(F)F ((S)-benzyl 5-(3-(hydroxymethyl)-5-(trifluoromethyl)benzyl)-2,3-dihydro-1H-inden-2-ylcarbamate), [H][H] (hydrogen). The reagents and catalysts are [OH-].[Pd+2].[OH-] (palladium hydroxide). Solvent: C(C)O (Ethanol). Reaction conditions: time 30 minute. The product is N[C@H]1CC2=CC=C(C=C2C1)CC=1C=C(C=C(C1)C(F)(F)F)CO ((S)-(3-((2-amino-2,3-dihydro-1H-inden-5-yl)methyl)-5-(trifluoromethyl)phenyl)methanol). Isolated yield 85.7%. RXN SMILES: [OH:1][CH2:2][C:3]1[CH:4]=[C:5]([CH:27]=[C:28]([C:30]([F:33])([F:32])[F:31])[CH:29]=1)[CH2:6][C:7]1[CH:8]=[C:9]2[C:13](=[CH:14][CH:15]=1)[CH2:12][C@H:11]([NH:16]C(=O)OCC1C=CC=CC=1)[CH2:10]2.[H][H]>C(O)C.[OH-].[Pd+2].[OH-]>[NH2:16][C@@H:11]1[CH2:10][C:9]2[C:13](=[CH:14][CH:15]=[C:7]([CH2:6][C:5]3[CH:4]=[C:3]([CH2:2][OH:1])[CH:29]=[C:28]([C:30]([F:31])([F:32])[F:33])[CH:27]=3)[CH:8]=2)[CH2:12]1 |f:3.4.5|. Procedure details: To (S)-benzyl 5-(3-(hydroxymethyl)-5-(trifluoromethyl)benzyl)-2,3-dihydro-1H-inden-2-ylcarbamate (2.94 mmol, 1.34 g) in Ethanol (35.4 mL) was added palladium hydroxide (2.51 mmol, 0.353 g). The reaction was placed under 2 bar of hydrogen gas and allowed to stir at room temp for 30 mins. The reaction mix was filtered through a dicalite cartridge before washing with EtOH. The solvent was removed before purifying further by SCX (20 g cartridge, 1:1 MeOH/DCM wash, 2M NH3 MeOH elution). The solvent w... Isolated yield 95.0%. Reactants: N1=CC(=CC=C1)CO (3-pyridylcarbinol), CSC1=CC=C(C=C1)N=C=O (p-methylthiophenyl isocyanate). The solvent is C1=CC=CC=C1 (benzene), C1=CC=CC=C1 (benzene). Reaction SMILES: [N:1]1[CH:6]=[CH:5][CH:4]=[C:3]([CH2:7][OH:8])[CH:2]=1.[CH3:9][S:10][C:11]1[CH:16]=[CH:15][C:14]([N:17]=[C:18]=[O:19])=[CH:13][CH:12]=1>C1N2CCN(CC2)C1.C1C=CC=CC=1>[CH3:9][S:10][C:11]1[CH:12]=[CH:13][C:14]([NH:17][C:18](=[O:19])[O:8][CH2:7][C:3]2[CH:2]=[N:1][CH:6]=[CH:5][CH:4]=2)=[CH:15][CH:16]=1. The reagents and catalysts are C1CN2CCN1CC2 (Dabco). Procedure details: To a solution of 4.4 g. (0.04 mole) of 3-pyridylcarbinol in 50 ml. of benzene containing 0.1 g. of Dabco catalyst was added, dropwise, a solution of 6.6 g. (0.04 mole) of p-methylthiophenyl isocyanate (New Haven Chemicals) in 50 ml. of benzene. During the addition a white solid separated and the temperature rose from 23°C. to 34°C. The mixture was stirred at ambient temperature for 16 hrs. and the product was filtered off. After oven-drying in vacuo there was obtained 10.4 g. melting at 133° -13... Reaction conditions: time 16 hour. Yields the product CSC1=CC=C(C=C1)NC(OCC=1C=NC=CC1)=O (3-pyridylmethyl N-(4'-methylthiophenyl)-carbamate). Reactants: Brc1cccnc1, O=C([O-])[O-], [Cu]Br, [K+], [K+], O=[N+]([O-])c1ccc2[nH]ccc2c1, O=[N+]([O-])c1ccccc1, O, c1ccncc1. Product: O=[N+]([O-])c1ccc2c(ccn2-c2cccnc2)c1. RXN SMILES: [Br:13][c:14]1[cH:15][n:16][cH:17][cH:18][cH:19]1.[C:20](=[O:21])([O-:22])[O-:23].[Cu:42][Br:43].[K+:24].[K+:25].[N+:1](=[O:2])([O-:3])[c:4]1[cH:5][c:6]2[cH:7][cH:8][nH:9][c:10]2[cH:11][cH:12]1.[O-:26][N+:27]([c:28]1[cH:29][cH:30][cH:31][cH:32][cH:33]1)=[O:34].[OH2:41].[cH:35]1[cH:36][cH:37][n:38][cH:39][cH:40]1>>[N+:1](=[O:2])([O-:3])[c:4]1[cH:5][c:6]2[cH:7][cH:8][n:9](-[c:14]3[cH:15][n:16][cH:17][cH:18][cH:19]3)[c:10]2[cH:11][cH:12]1. Starting materials: N#Cc1ccc(C(=O)O)cc1, CCN=C=NCCCN(C)C, CCN(C(C)C)C(C)C, Cl, O=C(O)C(F)(F)F, NCC(=O)N1CCN(C(=O)c2ccccc2C(F)(F)F)CC1, CN(C)C=O, O, On1nnc2ccccc21. The product is N#Cc1ccc(C(=O)NCC(=O)N2CCN(C(=O)c3ccccc3C(F)(F)F)CC2)cc1. As a reaction SMILES: [C:61](#[N:62])[c:63]1[cH:64][cH:65][c:66]([C:67](=[O:68])[OH:69])[cH:70][cH:71]1.[CH3:49][CH2:50][N:51]=[C:52]=[N:53][CH2:54][CH2:55][CH2:56][N:57]([CH3:58])[CH3:59].[CH:1]([N:2]([CH2:3][CH3:4])[CH:5]([CH3:6])[CH3:7])([CH3:8])[CH3:9].[ClH:60].[F:32][C:33]([F:34])([F:35])[C:36]([OH:37])=[O:38].[NH2:10][CH2:11][C:12](=[O:13])[N:14]1[CH2:15][CH2:16][N:17]([C:20]([c:21]2[c:22]([C:27]([F:28])([F:29])[F:30])[cH:23][cH:24][cH:25][cH:26]2)=[O:31])[CH2:18][CH2:19]1.[O:72]=[CH:73][N:74]([CH3:75])[CH3:76].[OH2:77].[OH:39][n:40]1[c:41]2[c:42]([cH:43][cH:44][cH:45][cH:46]2)[n:47][n:48]1>>[NH:10]([CH2:11][C:12](=[O:13])[N:14]1[CH2:15][CH2:16][N:17]([C:20]([c:21]2[c:22]([C:27]([F:28])([F:29])[F:30])[cH:23][cH:24][cH:25][cH:26]2)=[O:31])[CH2:18][CH2:19]1)[C:67]([c:66]1[cH:65][cH:64][c:63]([C:61]#[N:62])[cH:71][cH:70]1)=[O:68]. The reactants are O.COC(C1=CC=C(C=C1)C(COCC1=CC(=CC(=C1)C(F)(F)F)C(F)(F)F)N1CCN(CC1)CC(=O)O)=O.FC(F)(F)C=1C=C(COCC(N2CCN(CC2)CC(=O)O)C2=CC=C(C(=O)OC)C=C2)C=C(C1)C(F)(F)F (4-[2-(3,5-bis-trifluoromethyl-benzyloxy)-1-(4-carboxymethyl-piperazin-1-yl)-ethyl]-benzoic acid methyl ester hemihydrate), O.COC(C1=CC=C(C=C1)C(COCC1=CC(=CC(=C1)C(F)(F)F)C(F)(F)F)N1CCN(CC1)CC(=O)O)=O.FC(F)(F)C=1C=C(COCC(N2CCN(CC2)CC(=O)O)C2=CC=C(C(=O)OC)C=C2)C=C(C1)C(F)(F)F (4-[2-(3,5-bis-trifluoromethyl-benzyloxy)-1-(4-carboxymethyl-piperazin-1-yl)-ethyl]-benzoic acid methyl ester hemihydrate), N (NH3). Run in CO (methanol). Conditions: temperature 100 celsius. The product is FC(C=1C=C(COCC(C2=CC=C(C=C2)C(N)=O)N2CCN(CC2)CC(=O)O)C=C(C1)C(F)(F)F)(F)F ({4-[2-(3,5-Bis-trifluoromethyl-benzyloxy)-1-(4-carbamoyl-phenyl)-ethyl]-piperazin-1-yl}-acetic acid). The yield is 60.4%. RXN SMILES: O.C[O:3][C:4](=O)[C:5]1[CH:10]=[CH:9][C:8]([CH:11]([N:29]2[CH2:34][CH2:33][N:32]([CH2:35][C:36]([OH:38])=[O:37])[CH2:31][CH2:30]2)[CH2:12][O:13][CH2:14][C:15]2[CH:20]=[C:19]([C:21]([F:24])([F:23])[F:22])[CH:18]=[C:17]([C:25]([F:28])([F:27])[F:26])[CH:16]=2)=[CH:7][CH:6]=1.FC(C1C=C(C=C(C(F)(F)F)C=1)COCC(C1C=CC(C(OC)=O)=CC=1)[N:51]1CCN(CC(O)=O)CC1)(F)F.N>CO>[F:28][C:25]([F:26])([F:27])[C:17]1[CH:16]=[C:15]([CH:20]=[C:19]([C:21]([F:23])([F:22])[F:24])[CH:18]=1)[CH2:14][O:13][CH2:12][CH:11]([N:29]1[CH2:34][CH2:33][N:32]([CH2:35][C:36]([OH:38])=[O:37])[CH2:31][CH2:30]1)[C:8]1[CH:9]=[CH:10][C:5]([C:4](=[O:3])[NH2:51])=[CH:6][CH:7]=1 |f:0.1.2|. Procedure details: In a small autoclave, 1.5 g (2.73 mmoles) of 4-[2-(3,5-Bis-trifluoromethyl-benzyloxy)-1-(4-carboxymethyl-piperazin-1-yl)-ethyl]-benzoic acid methyl ester (compound 318) were dissolved in methanol. The solution was saturated with NH3 and heated at 100° C. for three days. Methanol was then evaporated and the crude product was purified by chromatography (eluent: CH2Cl2/MeOH/NH3: 80/20/0.5 v/v/v) to give 880 mg of {4-[2-(3,5-Bis-trifluoromethyl-benzyloxy)-1-(4-carbamoyl-phenyl)-ethyl]-piperazin-1-yl... As a reaction SMILES: Cl[CH2:2][C:3]1[CH:4]=[CH:5][C:6]2[O:10][C:9]([C:11]([O:13][CH2:14][CH3:15])=[O:12])=[CH:8][C:7]=2[CH:16]=1.[C-:17]#[N:18].[Na+].O>[Br-].C([N+](CCCC)(CCCC)CCCC)CCC.ClCCl>[C:17]([CH2:2][C:3]1[CH:4]=[CH:5][C:6]2[O:10][C:9]([C:11]([O:13][CH2:14][CH3:15])=[O:12])=[CH:8][C:7]=2[CH:16]=1)#[N:18] |f:1.2,4.5|. The reactants are ClCC=1C=CC2=C(C=C(O2)C(=O)OCC)C1 (ethyl 5-chloromethylbenzofuran-2-carboxylate), [C-]#N.[Na+] (sodium cyanide), O (water). Run at time 18 hour. Procedure: A mixture of ethyl 5-chloromethylbenzofuran-2-carboxylate (3.0 g, 0.0126 mol), sodium cyanide (1.23 g, 0.025 mol), tetrabutylammonium bromide (0.50 g, 0.0013 mol), water (10 cm3) and dichloromethane (10 cm3) was vigorously stirred for 18 hr. at room temperature. The mixture was separated and the organic layer was washed with water, dried (Na2SO4), filtered and the solvent was removed. The residue was recrystallised from petroleum ether (b.p. 60°-80° C.) to give ethyl 5-cyanomethylbenzofuran-2-ca... Reagents/catalysts: [Br-].C(CCC)[N+](CCCC)(CCCC)CCCC (tetrabutylammonium bromide). Isolated yield 66.7%. The solvent is ClCCl (dichloromethane). Product: C(#N)CC=1C=CC2=C(C=C(O2)C(=O)OCC)C1 (ethyl 5-cyanomethylbenzofuran-2-carboxylate). Starting materials: alkylated acetals, ClC=1C=C(C=CC1Cl)C1=NC(=NN1)C1=CC(=CC=C1)C1OCCO1 (5-(3,4-Dichloro-phenyl)-3-(3-[1,3]dioxolan-2-yl-phenyl)-1H-[1,2,4]triazole), BrCCO (2-bromoethanol), CCN(CC)P1(=NC(C)(C)C)N(CCCN1C)C (BEMP). Reaction SMILES: [Cl:1][C:2]1[CH:3]=[C:4]([C:9]2[NH:13][N:12]=[C:11]([C:14]3[CH:19]=[CH:18][CH:17]=[C:16]([CH:20]4OCC[O:21]4)[CH:15]=3)[N:10]=2)[CH:5]=[CH:6][C:7]=1[Cl:8].Br[CH2:26][CH2:27][OH:28].CCN(P1(N(C)CCCN1C)=NC(C)(C)C)CC>C(#N)C>[Cl:1][C:2]1[CH:3]=[C:4]([C:9]2[N:10]=[C:11]([C:14]3[CH:15]=[C:16]([CH:17]=[CH:18][CH:19]=3)[CH:20]=[O:21])[N:12]([CH2:26][CH2:27][OH:28])[N:13]=2)[CH:5]=[CH:6][C:7]=1[Cl:8]. Reported procedure: To a solution of 5-(3,4-Dichloro-phenyl)-3-(3-[1,3]dioxolan-2-yl-phenyl)-1H-[1,2,4]triazole (mixture of tautomers) (400 mg, 0.31 mmol) in acetonitrile (5 ml) was added 2-bromoethanol (156 μl, 2.21 mmol) and BEMP on poystyrene resin support (2.3 mmol/g, 960 mg). This mixture was shaken at r.t. until the starting material had been consumed (5 d), then aminomethyl polystyrene (1.1 mmol/g, 147 mg) was added and the mixture shaken for a further 2 h at r.t. The mixture was then filtere, washed with ac... The product is ClC=1C=C(C=CC1Cl)C=1N=C(N(N1)CCO)C=1C=C(C=O)C=CC1 (3-[5-(3,4-Dichloro-phenyl)-2-(2-hydroxy-ethyl)-2H-[1,2,4]triazol-3-yl]-benzaldehyde), semi-solid. The yield is 9.0%. The solvent is C(C)#N (acetonitrile). Reactants: CC(C)=O, O=[Cr](=O)=O, O, Cc1c2c(cc3c(=O)c4ccccc4oc13)CC(CO)O2, O=S(=O)(O)O. Product: Cc1c2c(cc3c(=O)c4ccccc4oc13)CC(C(=O)O)O2. RXN SMILES: [CH3:22][C:23]([CH3:24])=[O:25].[O:26]=[Cr:27](=[O:28])=[O:29].[OH2:35].[OH:1][CH2:2][CH:3]1[CH2:4][c:5]2[cH:6][c:7]3[c:8](=[O:21])[c:9]4[cH:10][cH:11][cH:12][cH:13][c:14]4[o:15][c:16]3[c:17]([CH3:20])[c:18]2[O:19]1.[S:30](=[O:31])(=[O:32])([OH:33])[OH:34]>>[O:1]=[C:2]([CH:3]1[CH2:4][c:5]2[cH:6][c:7]3[c:8](=[O:21])[c:9]4[cH:10][cH:11][cH:12][cH:13][c:14]4[o:15][c:16]3[c:17]([CH3:20])[c:18]2[O:19]1)[OH:25].